From a dataset of the Open Reaction Database (ORD), a public repository of structured organic reaction records. describe an organic reaction: reactants, conditions, products, and yield Reactants: CC1=C(C=CC=C1C)[C@H](C)C=1NC=CN1 (2-[(1S)-1-(2,3-Dimethylphenyl)ethyl]-1H-imidazole), C([O-])([O-])=O.[Cs+].[Cs+] (caesium carbonate), C(C1=CC=CC=C1)OC1=CC(=CC=C1)CBr (1-(benzyloxy)-3-(bromomethyl)benzene). Solvent: CN1C(CCC1)=O (1-methyl-2-pyrrolidinone). Reaction conditions: time 48 hour. Yields the product C(C1=CC=CC=C1)OC=1C=C(CN2C(=NC=C2)[C@@H](C)C2=C(C(=CC=C2)C)C)C=CC1 (1-[3-(Benzyloxy)benzyl]-2-[(1S)-1-(2,3-dimethylphenyl)ethyl]-1H-imidazole). RXN SMILES: [CH3:1][C:2]1[C:7]([CH3:8])=[CH:6][CH:5]=[CH:4][C:3]=1[C@@H:9]([C:11]1[NH:12][CH:13]=[CH:14][N:15]=1)[CH3:10].C(=O)([O-])[O-].[Cs+].[Cs+].[CH2:22]([O:29][C:30]1[CH:35]=[CH:34][CH:33]=[C:32]([CH2:36]Br)[CH:31]=1)[C:23]1[CH:28]=[CH:27][CH:26]=[CH:25][CH:24]=1>CN1CCCC1=O>[CH2:22]([O:29][C:30]1[CH:31]=[C:32]([CH:33]=[CH:34][CH:35]=1)[CH2:36][N:15]1[CH:14]=[CH:13][N:12]=[C:11]1[C@H:9]([C:3]1[CH:4]=[CH:5][CH:6]=[C:7]([CH3:8])[C:2]=1[CH3:1])[CH3:10])[C:23]1[CH:24]=[CH:25][CH:26]=[CH:27][CH:28]=1 |f:1.2.3|. Procedure: To a mixture of the compound of Example 58 (90 mg, 0.45 mmol) and caesium carbonate (244 mg, 0.75 mmol) in 1-methyl-2-pyrrolidinone (1 ml) was added 1-(benzyloxy)-3-(bromomethyl)benzene (139 mg, 0.50 mmol). The reaction mixture was stirred at room temperature for 48 h and then filtered through a Whatman PTFE filter tube (5 μm). The reactants are C1(CC1)C=1C(=NC=C(C1)C1CC1)N1CCN(CC1)C(=O)C1=CC=C(C=C1)N1C(OC[C@H]1CO)=O ((R)-3-{4-[4-(3,5-dicyclopropylpyridin-2-yl)piperazine-1-carbonyl]phenyl}-4-hydroxymethyloxazolidin-2-one), BrCCOC (1-bromo-2-methoxyethane). The product is C1(CC1)C=1C(=NC=C(C1)C1CC1)N1CCN(CC1)C(=O)C1=CC=C(C=C1)N1C(OC[C@H]1COCCOC)=O ((R)-3-{4-[4-(3,5-dicyclopropylpyridin-2-yl)piperazine-1-carbonyl]phenyl}-4-(2-methoxyethoxymethyl)oxazolidin-2-one). The yield is 40.7%. RXN SMILES: [CH:1]1([C:4]2[C:5]([N:13]3[CH2:18][CH2:17][N:16]([C:19]([C:21]4[CH:26]=[CH:25][C:24]([N:27]5[C@H:31]([CH2:32][OH:33])[CH2:30][O:29][C:28]5=[O:34])=[CH:23][CH:22]=4)=[O:20])[CH2:15][CH2:14]3)=[N:6][CH:7]=[C:8]([CH:10]3[CH2:12][CH2:11]3)[CH:9]=2)[CH2:3][CH2:2]1.Br[CH2:36][CH2:37][O:38][CH3:39]>>[CH:1]1([C:4]2[C:5]([N:13]3[CH2:18][CH2:17][N:16]([C:19]([C:21]4[CH:26]=[CH:25][C:24]([N:27]5[C@H:31]([CH2:32][O:33][CH2:36][CH2:37][O:38][CH3:39])[CH2:30][O:29][C:28]5=[O:34])=[CH:23][CH:22]=4)=[O:20])[CH2:15][CH2:14]3)=[N:6][CH:7]=[C:8]([CH:10]3[CH2:12][CH2:11]3)[CH:9]=2)[CH2:2][CH2:3]1. Procedure details: By reaction and treatment in the same manner as in Preparation Example 93 and using (R)-3-{4-[4-(3,5-dicyclopropylpyridin-2-yl)piperazine-1-carbonyl]phenyl}-4-hydroxymethyloxazolidin-2-one (694 mg) described in Example 280 and 1-bromo-2-methoxyethane (250 mg), the title compound (318 mg) was obtained.